describe an organic reaction: reactants, conditions, products, and yield From a dataset of the Open Reaction Database (ORD), a public repository of structured organic reaction records. The reactants are Sc1nc2ccc(OCc3ccccc3)cc2[nH]1, CSc1cc(C)nc(SC)c1NC(=O)CN1CCN(CCO)CC1, CN(C)C=O, CCOC(C)=O, Cl, CCOC(=O)N=NC(=O)OCC, c1ccc(P(c2ccccc2)c2ccccc2)cc1. The product is CSc1cc(C)nc(SC)c1NC(=O)CN1CCN(CCSc2nc3ccc(OCc4ccccc4)cc3[nH]2)CC1. RXN SMILES: [CH2:25]([c:26]1[cH:27][cH:28][cH:29][cH:30][cH:31]1)[O:32][c:33]1[cH:34][c:35]2[c:36]([n:37][c:38]([SH:40])[nH:39]2)[cH:41][cH:42]1.[CH3:1][S:2][c:3]1[n:4][c:5]([CH3:24])[cH:6][c:7]([S:22][CH3:23])[c:8]1[NH:9][C:10]([CH2:11][N:12]1[CH2:13][CH2:14][N:15]([CH2:18][CH2:19][OH:20])[CH2:16][CH2:17]1)=[O:21].[CH3:75][N:76]([CH3:77])[CH:78]=[O:79].[CH3:80][CH2:81][O:82][C:83](=[O:84])[CH3:85].[ClH:74].[O:62]=[C:63]([O:64][CH2:65][CH3:66])[N:67]=[N:68][C:69]([O:70][CH2:71][CH3:72])=[O:73].[c:43]1([P:44]([c:45]2[cH:46][cH:47][cH:48][cH:49][cH:50]2)[c:51]2[cH:52][cH:53][cH:54][cH:55][cH:56]2)[cH:57][cH:58][cH:59][cH:60][cH:61]1>>[CH3:1][S:2][c:3]1[n:4][c:5]([CH3:24])[cH:6][c:7]([S:22][CH3:23])[c:8]1[NH:9][C:10]([CH2:11][N:12]1[CH2:13][CH2:14][N:15]([CH2:18][CH2:19][S:40][c:38]2[n:37][c:36]3[c:35]([cH:34][c:33]([O:32][CH2:25][c:26]4[cH:27][cH:28][cH:29][cH:30][cH:31]4)[cH:42][cH:41]3)[nH:39]2)[CH2:16][CH2:17]1)=[O:21]. Reactants: Cc1c(C)c(N2CCN(c3ccc(C#N)cc3)CC2)c(C)c2c1OC(C)C2, CC(C)(C)O, [K+], [OH-], O. The product is Cc1c(C)c(N2CCN(c3ccc(C(N)=O)cc3)CC2)c(C)c2c1OC(C)C2. As a reaction SMILES: [CH3:1][CH:2]1[O:3][c:4]2[c:5]([c:7]([CH3:27])[c:8]([N:13]3[CH2:14][CH2:15][N:16]([c:19]4[cH:20][cH:21][c:22]([C:23]#[N:24])[cH:25][cH:26]4)[CH2:17][CH2:18]3)[c:9]([CH3:12])[c:10]2[CH3:11])[CH2:6]1.[CH3:31][C:32]([OH:33])([CH3:34])[CH3:35].[K+:29].[OH-:28].[OH2:30]>>[CH3:1][CH:2]1[O:3][c:4]2[c:5]([c:7]([CH3:27])[c:8]([N:13]3[CH2:14][CH2:15][N:16]([c:19]4[cH:20][cH:21][c:22]([C:23]([NH2:24])=[O:28])[cH:25][cH:26]4)[CH2:17][CH2:18]3)[c:9]([CH3:12])[c:10]2[CH3:11])[CH2:6]1. Starting materials: CC1=CC(=C(OCCN2CCNCC2)C=C1)OC (1-[2-(4-methyl-2-methoxyphenoxy)ethyl]piperazine), FC1=CC=C(C(=O)CCCCl)C=C1 (3-(4-fluorobenzoyl)propyl chloride), C([O-])([O-])=O.[K+].[K+] (potassium carbonate), [Br-].[K+] (potassium bromide). Yields the product Cl.Cl.FC1=CC=C(C(=O)CCCN2CCN(CC2)CCOC2=C(C=C(C=C2)C)OC)C=C1 (1-[3-(4-Fluorobenzoyl)propyl]-4-[2-(4-methyl-2-methoxyphenoxy)ethyl]piperazine dihydrochloride). RXN SMILES: [CH3:1][C:2]1[CH:16]=[CH:15][C:5]([O:6][CH2:7][CH2:8][N:9]2[CH2:14][CH2:13][NH:12][CH2:11][CH2:10]2)=[C:4]([O:17][CH3:18])[CH:3]=1.[F:19][C:20]1[CH:31]=[CH:30][C:23]([C:24]([CH2:26][CH2:27][CH2:28][Cl:29])=[O:25])=[CH:22][CH:21]=1.C(=O)([O-])[O-].[K+].[K+].[Br-].[K+]>>[ClH:29].[ClH:29].[F:19][C:20]1[CH:21]=[CH:22][C:23]([C:24]([CH2:26][CH2:27][CH2:28][N:12]2[CH2:13][CH2:14][N:9]([CH2:8][CH2:7][O:6][C:5]3[CH:15]=[CH:16][C:2]([CH3:1])=[CH:3][C:4]=3[O:17][CH3:18])[CH2:10][CH2:11]2)=[O:25])=[CH:30][CH:31]=1 |f:2.3.4,5.6,7.8.9|. Procedure: A mixture of 25.0 grams of 1-[2-(4-methyl-2-methoxyphenoxy)ethyl]piperazine, 20.1 grams of 3-(4-fluorobenzoyl)propyl chloride, 13.8 grams of potassium carbonate and 10 grams of potassium bromide was heated under gentle reflux for a period of 24 hours. The resulting reaction mixture was filtered while hot and the filtrate after cooling was acidified by adding thereto with stirring a 10% solution of hydrochloric acid, whereupon the compound that is specified in the heading separated. The resulting... Starting materials: [H-], CI, [Na+], CN(C)C=O, N#Cc1ccc(CO)cc1. Yields the product COCc1ccc(C#N)cc1. Reaction SMILES: [H-:14].[I:11][CH3:12].[Na+:13].[O:15]=[CH:16][N:17]([CH3:18])[CH3:19].[OH:1][CH2:2][c:3]1[cH:4][cH:5][c:6]([C:7]#[N:8])[cH:9][cH:10]1>>[O:1]([CH2:2][c:3]1[cH:4][cH:5][c:6]([C:7]#[N:8])[cH:9][cH:10]1)[CH3:12]. The reactants are OS(=O)(=O)[O-].[Na+] (NaHSO4), OC1=CC(=C(C=O)C=C1)C (4-Hydroxy-2-methylbenzaldehyde), N1CCCC1 (pyrrolidine), [BH-](OC(=O)C)(OC(=O)C)OC(=O)C.[Na+] (NaB(OAc)3H). The solvent is O (Water), C(Cl)Cl (CH2Cl2). The product is CC=1C=C(C=CC1CN1CCCC1)O (3-Methyl-4-(pyrrolidin-1-ylmethyl)phenol). Isolated yield 94.8%. Reaction SMILES: [OH:1][C:2]1[CH:9]=[CH:8][C:5]([CH:6]=O)=[C:4]([CH3:10])[CH:3]=1.[NH:11]1[CH2:15][CH2:14][CH2:13][CH2:12]1.[BH-](OC(C)=O)(OC(C)=O)OC(C)=O.[Na+].OS([O-])(=O)=O.[Na+]>C(Cl)Cl.O>[CH3:10][C:4]1[CH:3]=[C:2]([OH:1])[CH:9]=[CH:8][C:5]=1[CH2:6][N:11]1[CH2:15][CH2:14][CH2:13][CH2:12]1 |f:2.3,4.5|. Procedure: 4-Hydroxy-2-methylbenzaldehyde (1.1 g, 8 mmol) was added in portions for 30 min to a mixture of pyrrolidine (0.84 mL, 10 mmol) and NaB(OAc)3H (2.14 g, 10 mmol) in CH2Cl2 (10 mL) under vigorous stirring and cooling with an ice bath in an atmosphere of argon. The mixture was stirred for 12 h and cooled with an ice bath. Water (20 mL) and 5N NaHSO4 (to pH 1) were added. The organic layer was separated and discarded. The aqueous one was alkalized with saturated K2CO3 to pH 6 and extracted with chlor... The reactants are C1CCOC1, CCOCC, CC(C)(C)c1cc(N)n(-c2ccc(O)cc2)n1, OCCN1CCOCC1, CC(C)OC(=O)N=NC(=O)OC(C)C, c1ccc(P(c2ccccc2)c2ccccc2)cc1. Product: CC(C)(C)c1cc(N)n(-c2ccc(OCCN3CCOCC3)cc2)n1. Reaction SMILES: [CH2:60]1[O:61][CH2:62][CH2:63][CH2:64]1.[CH3:65][CH2:66][O:67][CH2:68][CH3:69].[NH2:1][c:2]1[cH:3][c:4]([C:14]([CH3:15])([CH3:16])[CH3:17])[n:5][n:6]1-[c:7]1[cH:8][cH:9][c:10]([OH:13])[cH:11][cH:12]1.[O:18]1[CH2:19][CH2:20][N:21]([CH2:24][CH2:25][OH:26])[CH2:22][CH2:23]1.[O:46]=[C:47]([O:48][CH:49]([CH3:50])[CH3:51])[N:52]=[N:53][C:54]([O:55][CH:56]([CH3:57])[CH3:58])=[O:59].[c:27]1([P:28]([c:29]2[cH:30][cH:31][cH:32][cH:33][cH:34]2)[c:35]2[cH:36][cH:37][cH:38][cH:39][cH:40]2)[cH:41][cH:42][cH:43][cH:44][cH:45]1>>[NH2:1][c:2]1[cH:3][c:4]([C:14]([CH3:15])([CH3:16])[CH3:17])[n:5][n:6]1-[c:7]1[cH:8][cH:9][c:10]([O:13][CH2:25][CH2:24][N:21]2[CH2:20][CH2:19][O:18][CH2:23][CH2:22]2)[cH:11][cH:12]1. Starting materials: ClC=1C(=NC=C(C(=O)O)C1)Cl (5,6-dichloronicotinic acid), FC(CO)(C(F)F)F (2,2,3,3-tetrafluoropropan-1-ol), Amine-1. Product: ClC=1C(=NC=C(C(=O)O)C1)OCC(C(F)F)(F)F (5-chloro-6-(2,2,3,3-tetrafluoropropoxy)nicotinic acid). Yield: 97.0%. As a reaction SMILES: [Cl:1][C:2]1[C:3](Cl)=[N:4][CH:5]=[C:6]([CH:10]=1)[C:7]([OH:9])=[O:8].[F:12][C:13]([F:19])([CH:16]([F:18])[F:17])[CH2:14][OH:15]>>[Cl:1][C:2]1[C:3]([O:15][CH2:14][C:13]([F:19])([F:12])[CH:16]([F:18])[F:17])=[N:4][CH:5]=[C:6]([CH:10]=1)[C:7]([OH:9])=[O:8]. Procedure details: The title compound is prepared in 97% yield (7.29 g, a pale brown solid) from 5,6-dichloronicotinic acid (5.00 g, 26.0 mmol) and 2,2,3,3-tetrafluoropropan-1-ol (5.16 g, 39.1 mmol) in a similar manner to Step-1 of Amine-1. The product is CCOC(=O)C(Cc1cccc(OC(F)(F)C(F)F)c1)C(=O)c1ccnc(F)c1. The reactants are COCCOC, FC(F)C(F)(F)Oc1cccc(CBr)c1, CCOC(=O)CC(=O)c1ccnc(F)c1, [H-], [Na+], O. RXN SMILES: [CH3:34][O:35][CH2:36][CH2:37][O:38][CH3:39].[F:18][C:19]([CH:20]([F:21])[F:22])([O:23][c:24]1[cH:25][c:26]([CH2:30][Br:31])[cH:27][cH:28][cH:29]1)[F:32].[F:1][c:2]1[n:3][cH:4][cH:5][c:6]([C:8]([CH2:9][C:10](=[O:11])[O:12][CH2:13][CH3:14])=[O:15])[cH:7]1.[H-:16].[Na+:17].[OH2:33]>>[F:1][c:2]1[n:3][cH:4][cH:5][c:6]([C:8]([CH:9]([C:10](=[O:11])[O:12][CH2:13][CH3:14])[CH2:30][c:26]2[cH:25][c:24]([O:23][C:19]([F:18])([CH:20]([F:21])[F:22])[F:32])[cH:29][cH:28][cH:27]2)=[O:15])[cH:7]1. Starting materials: C(C)OC(=O)C=1NC2=CC=C(C=C2C1)C1=CC=C(C=C1)C(F)(F)F (5-(4-Trifluoromethylphenyl)indole-2-carboxylic acid ethyl ester), [Na+].[I-] (NaI), ClN1C(CCC1=O)=O (N-chlorosuccinimide), [O-]S(=O)(=S)[O-].[Na+].[Na+] (Na2S2O3). Run in CC(=O)C (acetone), CC(=O)C (acetone), CC(=O)C (acetone). Reaction conditions: time 15 minute. Product: C(C)OC(=O)C=1NC2=CC=C(C=C2C1I)C1=CC=C(C=C1)C(F)(F)F (3-Iodo-5-(4-trifluoromethylphenyl)indole-2-carboxylic acid ethyl ester). RXN SMILES: [Na+].[I-:2].ClN1C(=O)CCC1=O.[CH2:11]([O:13][C:14]([C:16]1[NH:17][C:18]2[C:23]([CH:24]=1)=[CH:22][C:21]([C:25]1[CH:30]=[CH:29][C:28]([C:31]([F:34])([F:33])[F:32])=[CH:27][CH:26]=1)=[CH:20][CH:19]=2)=[O:15])[CH3:12].[O-]S([O-])(=S)=O.[Na+].[Na+]>CC(C)=O>[CH2:11]([O:13][C:14]([C:16]1[NH:17][C:18]2[C:23]([C:24]=1[I:2])=[CH:22][C:21]([C:25]1[CH:30]=[CH:29][C:28]([C:31]([F:34])([F:32])[F:33])=[CH:27][CH:26]=1)=[CH:20][CH:19]=2)=[O:15])[CH3:12] |f:0.1,4.5.6|. Reported procedure: NaI (2.04 g, 14 mmol) in acetone (10 mL) was added dropwise to a stirred solution of N-chlorosuccinimide (1.83 g, 14 mmol) in acetone (10 mL) protected from light. After 15 min, a solution of 5-(4-trifluoromethylphenyl)indole-2-carboxylic acid ethyl ester (3.80 g, 11 mmol; see step (a) above) in acetone (60 mL) was added dropwise, followed by stirring for 2 h at rt. The mixture was poured into Na2S2O3 (aq, 10%, 250 mL) and extracted with EtOAc (200 mL). The combined extracts were washed with NaH... The reactants are O=C([O-])O, CCCN(CCC)c1nc2c(c(-c3c(C)cc(C)cc3C)cn2Cc2ccc(OC)cc2)c(=O)n1C, COc1ccccc1, [Na+], O, O=C(O)C(F)(F)F. Product: CCCN(CCC)c1nc2[nH]cc(-c3c(C)cc(C)cc3C)c2c(=O)n1C. RXN SMILES: [C:37](=[O:38])([O-:39])[OH:40].[CH2:1]([CH2:2][CH3:3])[N:4]([c:5]1[n:6]([CH3:33])[c:7](=[O:32])[c:8]2[c:9]([n:10]1)[n:11]([CH2:23][c:24]1[cH:25][cH:26][c:27]([O:28][CH3:29])[cH:30][cH:31]1)[cH:12][c:13]2-[c:14]1[c:15]([CH3:22])[cH:16][c:17]([CH3:21])[cH:18][c:19]1[CH3:20])[CH2:34][CH2:35][CH3:36].[CH3:49][O:50][c:51]1[cH:52][cH:53][cH:54][cH:55][cH:56]1.[Na+:41].[OH2:57].[OH:42][C:43]([C:44]([F:45])([F:46])[F:47])=[O:48]>>[CH2:1]([CH2:2][CH3:3])[N:4]([c:5]1[n:6]([CH3:33])[c:7](=[O:32])[c:8]2[c:9]([n:10]1)[nH:11][cH:12][c:13]2-[c:14]1[c:15]([CH3:22])[cH:16][c:17]([CH3:21])[cH:18][c:19]1[CH3:20])[CH2:34][CH2:35][CH3:36].